The task is: describe an organic reaction: reactants, conditions, products, and yield. This data is from the Open Reaction Database (ORD), a public repository of structured organic reaction records. Reactants: C(C)(C)N1CCNCC1 (1-Isopropyl-piperazine), BrCC#N (bromoacetonitrile). The product is C(C)(C)N1CCN(CC1)CC#N ((4-Isopropyl-piperazin-1-yl)-acetonitrile). Reaction SMILES: [CH:1]([N:4]1[CH2:9][CH2:8][NH:7][CH2:6][CH2:5]1)([CH3:3])[CH3:2].Br[CH2:11][C:12]#[N:13]>>[CH:1]([N:4]1[CH2:9][CH2:8][N:7]([CH2:11][C:12]#[N:13])[CH2:6][CH2:5]1)([CH3:3])[CH3:2]. Procedure details: The title compound is synthesized by coupling of 1-Isopropyl-piperazine and bromoacetonitrile analogously to the preparation of Intermediate 149.2 as a colorless oil; ES-MS: M+=168.1; 1HNMR(DMSO-d6) 3.70 (s, 2H), 2.70-2.40 (m, 9H), 0.95 (d, 6H). The reactants are [H-].[Na+] (NaH), [N+](=O)([O-])C1=C(C=C(C=C1)NC(=O)C12C3CCC(C2O1)CC3)C(F)(F)F (3-Oxa-tricyclo[3.2.2.02,4]nonane-2-carboxylic acid (4-nitro-3-trifluoromethyl-phenyl)-amide), C1(=CC=CC=C1)P(=O)(C1=CC=CC=C1)NO (diphenylphosphinylhydroxylamine). Run in CN(C)C=O (DMF). Reaction conditions: temperature 70 celsius, time 8 hour. Product: [N+](=O)([O-])C1=C(C=C(C=C1)N(N)C(=O)C12C3CCC(C2O1)CC3)C(F)(F)F (3-Oxa-tricyclo[3.2.2.02,4]nonane-2-carboxylic acid N-(4-nitro-3-trifluoromethyl-phenyl)-hydrazide). Yield: 15.4%. RXN SMILES: [H-].[Na+].[N+:3]([C:6]1[CH:11]=[CH:10][C:9]([NH:12][C:13]([C:15]23[O:21][CH:20]2[CH:19]2[CH2:22][CH2:23][CH:16]3[CH2:17][CH2:18]2)=[O:14])=[CH:8][C:7]=1[C:24]([F:27])([F:26])[F:25])([O-:5])=[O:4].C1(P([NH:42]O)(C2C=CC=CC=2)=O)C=CC=CC=1>CN(C=O)C>[N+:3]([C:6]1[CH:11]=[CH:10][C:9]([N:12]([C:13]([C:15]23[O:21][CH:20]2[CH:19]2[CH2:18][CH2:17][CH:16]3[CH2:23][CH2:22]2)=[O:14])[NH2:42])=[CH:8][C:7]=1[C:24]([F:27])([F:25])[F:26])([O-:5])=[O:4] |f:0.1|. Reported procedure: NaH (60% in mineral oil, 7.9 mg, 0.20 mmol, 1.4 eq) was added to the solution of 11E (50 mg, 0.14 mmol, 1 eq) in DMF (3 mL). The reaction mixture was heated at 70° C. for 2 h. The reaction was cooled to rt and diphenylphosphinylhydroxylamine (52 mg, 0.22 mmol, 1.6 eq, made according to the procedure of Colvin, E. W. et. al. Tetrahedron Lett. 23, 3835-6 (1982)) was added. The reaction mixture was stirred at rt overnight and quenched by addition of water (3 mL) and extracted with EtOAc (2×20 mL). ... The reactants are FC=1C=CC(=C(C1)O)OC (5-fluoro-2-methoxyphenol), C1(OCCO1)=O (ethylene carbonate), C([O-])([O-])=O.[K+].[K+] (potassium carbonate). Solvent: C1(=CC=CC=C1)C (toluene), C1=CC=CC=C1 (benzene). Product: FC=1C=CC(=C(OCCO)C1)OC (2-(5-fluoro-2-methoxyphenoxy)ethanol). Isolated yield 79.8%. As a reaction SMILES: [F:1][C:2]1[CH:3]=[CH:4][C:5]([O:9][CH3:10])=[C:6]([OH:8])[CH:7]=1.C1(=O)O[CH2:14][CH2:13][O:12]1.C(=O)([O-])[O-].[K+].[K+]>C1(C)C=CC=CC=1.C1C=CC=CC=1>[F:1][C:2]1[CH:3]=[CH:4][C:5]([O:9][CH3:10])=[C:6]([CH:7]=1)[O:8][CH2:14][CH2:13][OH:12] |f:2.3.4|. Reported procedure: A suspension of 8.75 g of 5-fluoro-2-methoxyphenol, 10.9 g of ethylene carbonate and 8.50 g of potassium carbonate in 12 ml of toluene was refluxed for 2.5 hours. The reaction mixture was diluted with benzene, washed with water, dried and evaporated. The residue was distilled to give 9.15 g of 2-(5-fluoro-2-methoxyphenoxy)ethanol as colorless oil, b.p. 138°-140° C. (8mmHg).